From a dataset of the Open Reaction Database (ORD), a public repository of structured organic reaction records. describe an organic reaction: reactants, conditions, products, and yield The reactants are CC(C)([O-])C.[K+] (potassium tert-butoxide), FC1=CC=C(C=O)C=C1 (4-fluorobenzaldehyde), ice water, [H][H] (hydrogen), [Cl-].C(=O)(O)CC[P+](C1=CC=CC=C1)(C1=CC=CC=C1)C1=CC=CC=C1 (β-carboxyethyl-triphenyl phosphonium chloride), Cl (hydrochloric acid). The solvent is O1CCCC1 (tetrahydrofuran), CCOCC (ether), O (water), O1CCCC1 (tetrahydrofuran). Product: FC1=CC=C(C=C1)/C=C/CC(=O)O ((E)-4-(4-fluorophenyl)-3-butenoic acid). The yield is 50.0%. As a reaction SMILES: [F:1][C:2]1[CH:9]=[CH:8][C:5]([CH:6]=O)=[CH:4][CH:3]=1.[Cl-].[C:11]([CH2:14][CH2:15][P+](C1C=CC=CC=1)(C1C=CC=CC=1)C1C=CC=CC=1)([OH:13])=[O:12].CC(C)([O-])C.[K+].[H][H].Cl>O1CCCC1.O.CCOCC>[F:1][C:2]1[CH:9]=[CH:8][C:5](/[CH:6]=[CH:15]/[CH2:14][C:11]([OH:13])=[O:12])=[CH:4][CH:3]=1 |f:1.2,3.4|. Procedure details: 74.4 g of 4-fluorobenzaldehyde and 233.6 g of β-carboxyethyl-triphenyl phosphonium chloride were suspended in 700 ml of tetrahydrofuran and these were incubated on ice and stirred. Into this 500 ml tetrahydrofuran solution of 141.4 g of potassium tert-butoxide was added slowly dropwise. 30 minutes after temperature was brought to room temperature and then they were stirred for 10 hours. After adding thereto ice water and cleaning with ether, the hydrogen-ion concentration of water layer was set ... Reactants: COc1cc(OC)c(C=O)cc1Br, Cc1noc(C)c1B(O)O, COc1cc(OC)c(-c2cc3ccccc3s2)cc1C=O. The product is COc1cc(OC)c(-c2c(C)noc2C)cc1C=O. RXN SMILES: [Br:1][c:2]1[c:3]([O:12][CH3:13])[cH:4][c:5]([O:10][CH3:11])[c:6]([CH:7]=[O:8])[cH:9]1.[CH3:14][c:15]1[n:16][o:17][c:18]([CH3:23])[c:19]1[B:20]([OH:21])[OH:22].[s:24]1[c:25](-[c:26]2[c:27]([O:28][CH3:29])[cH:30][c:31]([O:32][CH3:33])[c:34]([CH:36]=[O:37])[cH:35]2)[cH:38][c:39]2[cH:40][cH:41][cH:42][cH:43][c:44]12>>[c:2]1(-[c:19]2[c:15]([CH3:14])[n:16][o:17][c:18]2[CH3:23])[c:3]([O:12][CH3:13])[cH:4][c:5]([O:10][CH3:11])[c:6]([CH:7]=[O:8])[cH:9]1. The reactants are BrC1=CC=C2C(N(C=NC2=C1)C)=O (7-bromo-3-methylquinazolin-4(3H)-one), C=CC1=CC=CC=C1 (styrene), C(=O)([O-])[O-].[Cs+].[Cs+] (Cs2CO3), C1(=C(C=CC=C1)P(C1=C(C=CC=C1)C)C1=C(C=CC=C1)C)C (tri(o-tolyl)phosphine). Reagents/catalysts: [N+](CCCC)(CCCC)(CCCC)CCCC.[Br-] (Bu4NBr), CC(=O)[O-].CC(=O)[O-].[Pd+2] (Pd(OAc)2). The solvent is O (H2O), CN(C)C=O (DMF). The product is CN1C=NC2=CC(=CC=C2C1=O)\C=C\C1=CC=CC=C1 ((E)-3-methyl-7-styrylquinazolin-4(3H)-one). Yield: 33.6%. As a reaction SMILES: Br[C:2]1[CH:11]=[C:10]2[C:5]([C:6](=[O:13])[N:7]([CH3:12])[CH:8]=[N:9]2)=[CH:4][CH:3]=1.[CH2:14]=[CH:15][C:16]1[CH:21]=[CH:20][CH:19]=[CH:18][CH:17]=1.C([O-])([O-])=O.[Cs+].[Cs+].C1(C)C=CC=CC=1P(C1C=CC=CC=1C)C1C=CC=CC=1C>[N+](CCCC)(CCCC)(CCCC)CCCC.[Br-].CN(C=O)C.O.CC([O-])=O.CC([O-])=O.[Pd+2]>[CH3:12][N:7]1[C:6](=[O:13])[C:5]2[C:10](=[CH:11][C:2](/[CH:14]=[CH:15]/[C:16]3[CH:21]=[CH:20][CH:19]=[CH:18][CH:17]=3)=[CH:3][CH:4]=2)[N:9]=[CH:8]1 |f:2.3.4,6.7,10.11.12|. Procedure details: A solution of 7-bromo-3-methylquinazolin-4(3H)-one (100 mg, 0.42 mmol), styrene (109 mg, 1.05 mmol), Cs2CO3 (163.8 mg, 0.5 mmol), Bu4NBr (135 mg, 0.42 mmol), tri(o-tolyl)phosphine (128 mg, 0.42 mmol), and Pd(OAc)2 in DMF (5 mL) was stirred at 100° C. for 3 hours. After it was cooled to room temperature, the mixture was diluted with H2O (30 mL) and extracted with ethyl acetate (2×30 mL). The combined organic layers were washed with brine and dried over Na2SO4. After filtration and concentration, ... Starting materials: C(C)(=O)NC1=NC=C(C(=O)O)C=C1 (6-(acetylamino)nicotinic acid), solution, [H-].[Al+3].[Li+].[H-].[H-].[H-] (lithium aluminium hydride), NC1=NC=C(C(=O)O)C=C1 (6-aminonicotinic acid), CN1CCOCC1 (4-methylmorpholine), ClC(=O)OCC (ethyl chloroformate), [OH-].[Na+] (sodium hydroxide). Run in C1CCOC1 (THF), C1CCOC1 (THF), O (water). The product is OCC=1C=CC(=NC1)NC(C)=O (N-[5-(Hydroxymethyl)pyridin-2-yl]acetamide). Reaction SMILES: [C:1]([NH:4][C:5]1[CH:13]=[CH:12][C:8]([C:9](O)=[O:10])=[CH:7][N:6]=1)(=[O:3])[CH3:2].NC1C=CC(C(O)=O)=CN=1.CN1CCOCC1.ClC(OCC)=O.[H-].[Al+3].[Li+].[H-].[H-].[H-].[OH-].[Na+]>C1COCC1.O>[OH:10][CH2:9][C:8]1[CH:12]=[CH:13][C:5]([NH:4][C:1](=[O:3])[CH3:2])=[N:6][CH:7]=1 |f:4.5.6.7.8.9,10.11|. Reported procedure: A solution of 219 mg (1.22 mmol) of 6-(acetylamino)nicotinic acid [preparable from 6-aminonicotinic acid according to A. Zafar et al., Tetrahedron 56, 8419-8428 (2000)] in 25.4 ml of dry THF is cooled to −10° C., and 123 mg (1.22 mmol) of 4-methylmorpholine and 132 mg (1.22 mmol) of ethyl chloroformate are added dropwise with stirring. The reaction solution is stirred at −10° C. for 30 min 2.44 ml (2.44 mmol) of a 1 M solution of lithium aluminium hydride and THF are then added dropwise. The rea...